Dataset: the Open Reaction Database (ORD), a public repository of structured organic reaction records. Task: describe an organic reaction: reactants, conditions, products, and yield Reactants: CCc1[nH]c(C(=O)O)nc1Cl, ClCCl, CCCCOC(=O)c1nc(N2CCC(N)C(OC)C2)oc1CCC, On1nnc2ccccc21. Product: CCCCOC(=O)c1nc(N2CCC(NC(=O)c3nc(Cl)c(CC)[nH]3)C(OC)C2)oc1CCC. Reaction SMILES: [Cl:25][c:26]1[n:27][c:28]([C:33](=[O:34])[OH:35])[nH:29][c:30]1[CH2:31][CH3:32].[Cl:46][CH2:47][Cl:48].[NH2:1][CH:2]1[CH:3]([O:23][CH3:24])[CH2:4][N:5]([c:8]2[o:9][c:10]([CH2:20][CH2:21][CH3:22])[c:11]([C:13](=[O:14])[O:15][CH2:16][CH2:17][CH2:18][CH3:19])[n:12]2)[CH2:6][CH2:7]1.[OH:36][n:37]1[c:38]2[c:39]([cH:40][cH:41][cH:42][cH:43]2)[n:44][n:45]1>>[NH:1]([CH:2]1[CH:3]([O:23][CH3:24])[CH2:4][N:5]([c:8]2[o:9][c:10]([CH2:20][CH2:21][CH3:22])[c:11]([C:13](=[O:14])[O:15][CH2:16][CH2:17][CH2:18][CH3:19])[n:12]2)[CH2:6][CH2:7]1)[C:33]([c:28]1[n:27][c:26]([Cl:25])[c:30]([CH2:31][CH3:32])[nH:29]1)=[O:34]. The reactants are FC1=C(C#N)C=CC=C1 (2-fluorobenzonitrile), C=1(O)C(O)=CC=CC1 (catechol), 1,2-bis-(4-4-cyanophenoxy)benzene. Run in CN(C)C=O (DMF). Product: C(#N)C1=C(OC2=C(C=CC=C2)OC2=C(C=CC=C2)C#N)C=CC=C1 (1,2-bis-(2-cyanophenoxy) benzene). Yield: 84.6%. Reaction SMILES: F[C:2]1[CH:9]=[CH:8][CH:7]=[CH:6][C:3]=1[C:4]#[N:5].[C:10]1([C:12](=[CH:14][CH:15]=[CH:16][CH:17]=1)[OH:13])[OH:11]>CN(C=O)C>[C:4]([C:3]1[CH:6]=[CH:7][CH:8]=[CH:9][C:2]=1[O:11][C:10]1[CH:17]=[CH:16][CH:15]=[CH:14][C:12]=1[O:13][C:2]1[CH:9]=[CH:8][CH:7]=[CH:6][C:3]=1[C:4]#[N:5])#[N:5]. Procedure: The compound 1,2-Bis(2-cyanophenoxy)benzene was synthesized in the same manner as for 1,2-bis-(4-4-cyanophenoxy)benzene according to Example 1 above, but from 2-fluorobenzonitrile and catechol, except that the synthesis was performed in DMF at 125° C. and over a period of 10 hours. The precipitate was filtered off and washed several times with deionised water. The white product was recrystallized from methanol/water (8:1). The yield was 84.6% of the title compound with the formula: ##STR6##